This data is from the Open Reaction Database (ORD), a public repository of structured organic reaction records. The task is: describe an organic reaction: reactants, conditions, products, and yield Starting materials: [Al+3], [Al+3], CC1Oc2cccc3nc4c(c(c23)N(C)C1=O)CCCC4, CCOC(C)=O, [Cl-], [Cl-], [Cl-], [H-], [H-], [H-], [H-], [Li+], [Na+], C1CCOC1, [OH-]. The product is CC1CN(C)c2c3c(nc4cccc(c24)O1)CCCC3. As a reaction SMILES: [Al+3:2].[Al+3:8].[CH3:11][N:12]1[C:13](=[O:31])[CH:14]([CH3:30])[O:15][c:16]2[c:17]3[c:18]1[c:19]1[c:24]([n:25][c:26]3[cH:27][cH:28][cH:29]2)[CH2:23][CH2:22][CH2:21][CH2:20]1.[CH3:39][CH2:40][O:41][C:42](=[O:43])[CH3:44].[Cl-:10].[Cl-:7].[Cl-:9].[H-:1].[H-:4].[H-:5].[H-:6].[Li+:3].[Na+:33].[O:34]1[CH2:35][CH2:36][CH2:37][CH2:38]1.[OH-:32]>>[CH3:11][N:12]1[CH2:13][CH:14]([CH3:30])[O:15][c:16]2[c:17]3[c:18]1[c:19]1[c:24]([n:25][c:26]3[cH:27][cH:28][cH:29]2)[CH2:23][CH2:22][CH2:21][CH2:20]1. Reactants: CC1(C)Cc2cccc(C(=O)O)c2O1, Cc1nc(C(=O)N2C(CN)CC3CC32)c(-c2cccc(F)c2)s1. Yields the product Cc1nc(C(=O)N2C(CNC(=O)c3cccc4c3OC(C)(C)C4)CC3CC32)c(-c2cccc(F)c2)s1. RXN SMILES: [CH3:24][C:25]1([CH3:37])[O:26][c:27]2[c:28]([cH:30][cH:31][cH:32][c:33]2[C:34](=[O:35])[OH:36])[CH2:29]1.[NH2:1][CH2:2][CH:3]1[N:4]([C:9](=[O:10])[c:11]2[n:12][c:13]([CH3:23])[s:14][c:15]2-[c:16]2[cH:17][c:18]([F:22])[cH:19][cH:20][cH:21]2)[CH:5]2[CH2:6][CH:7]2[CH2:8]1>>[NH:1]([CH2:2][CH:3]1[N:4]([C:9](=[O:10])[c:11]2[n:12][c:13]([CH3:23])[s:14][c:15]2-[c:16]2[cH:17][c:18]([F:22])[cH:19][cH:20][cH:21]2)[CH:5]2[CH2:6][CH:7]2[CH2:8]1)[C:34]([c:33]1[c:27]2[c:28]([cH:30][cH:31][cH:32]1)[CH2:29][C:25]([CH3:24])([CH3:37])[O:26]2)=[O:35]. Procedure details: Trifluoroacetic acid (3 ml) was added to an ice cooled solution of 1,1-dimethylethyl 6-(5-{3-cyano-4-[(1-methylethyl)oxy]phenyl}-1,2,4-oxadiazol-3-yl)-5-methyl-3,4-dihydro-2(1H)-isoquinolinecarboxylate (Preparation 22; 486 mg, 1.02 mmol) in dichloromethane (3 ml). The reaction mixture was stirred at 0° C. for 30 minutes. The solvent was evaporated and the residue co-evaporated from toluene (×2). Trituration of the residue with diethyl ether gave the title compound as a colourless solid which was... RXN SMILES: [F:1][C:2]([F:7])([F:6])[C:3]([OH:5])=[O:4].[C:8]([C:10]1[CH:11]=[C:12]([C:20]2[O:24][N:23]=[C:22]([C:25]3[C:26]([CH3:42])=[C:27]4[C:32](=[CH:33][CH:34]=3)[CH2:31][N:30](C(OC(C)(C)C)=O)[CH2:29][CH2:28]4)[N:21]=2)[CH:13]=[CH:14][C:15]=1[O:16][CH:17]([CH3:19])[CH3:18])#[N:9]>ClCCl>[F:1][C:2]([F:7])([F:6])[C:3]([OH:5])=[O:4].[CH3:19][CH:17]([O:16][C:15]1[CH:14]=[CH:13][C:12]([C:20]2[O:24][N:23]=[C:22]([C:25]3[C:26]([CH3:42])=[C:27]4[C:32](=[CH:33][CH:34]=3)[CH2:31][NH:30][CH2:29][CH2:28]4)[N:21]=2)=[CH:11][C:10]=1[C:8]#[N:9])[CH3:18] |f:3.4|. Yields the product FC(C(=O)O)(F)F.CC(C)OC1=C(C#N)C=C(C=C1)C1=NC(=NO1)C=1C(=C2CCNCC2=CC1)C (2-[(1-Methylethyl)oxy]-5-[3-(5-methyl-1,2,3,4-tetrahydro-6-isoquinolinyl)-1,2,4-oxadiazol-5-yl]benzonitrile trifluoroacetic acid salt). Reaction conditions: temperature 0 celsius, time 30 minute. The reactants are FC(C(=O)O)(F)F (Trifluoroacetic acid), ice, C(#N)C=1C=C(C=CC1OC(C)C)C1=NC(=NO1)C=1C(=C2CCN(CC2=CC1)C(=O)OC(C)(C)C)C (1,1-dimethylethyl 6-(5-{3-cyano-4-[(1-methylethyl)oxy]phenyl}-1,2,4-oxadiazol-3-yl)-5-methyl-3,4-dihydro-2(1H)-isoquinolinecarboxylate). The solvent is ClCCl (dichloromethane). The reactants are COCCOCCN(CCOCCOC)CCOCCOC (tris(2-(2-methoxyethoxy)ethyl)amine), [H-].[Na+] (NaH), [Br-].C1(CC1)[P+](C1=CC=CC=C1)(C1=CC=CC=C1)C1=CC=CC=C1 (cyclopropyltriphenyl-phosphonium bromide), COC1=CC=C2CCC(C2=C1)=O (6-methoxy-1-indanone). Solvent: C1CCOC1 (THF). Run at time 10 minute. Yields the product C1(CC1)=C1CCC2=CC=C(C=C12)OC (1-Cyclopropylidene-6-methoxy-2,3-dihydro-1H-indene). The yield is 78.5%. RXN SMILES: [H-].[Na+].[Br-].[CH:4]1([P+](C2C=CC=CC=2)(C2C=CC=CC=2)C2C=CC=CC=2)[CH2:6][CH2:5]1.[CH3:26][O:27][C:28]1[CH:36]=[C:35]2[C:31]([CH2:32][CH2:33][C:34]2=O)=[CH:30][CH:29]=1.COCCOCCN(CCOCCOC)CCOCCOC>C1COCC1>[C:4]1(=[C:34]2[C:35]3[C:31](=[CH:30][CH:29]=[C:28]([O:27][CH3:26])[CH:36]=3)[CH2:32][CH2:33]2)[CH2:6][CH2:5]1 |f:0.1,2.3|. Reported procedure: NaH (1.5 g, 62 mmol) was added to a suspension of cyclopropyltriphenyl-phosphonium bromide (24 g, 62 mmol) (commercially available from Sigma-Aldrich, St. Louis, Mo., USA) in THF (100 mL), and the resulting mixture was stirred at room temperature for 2 hours. Then, 6-methoxy-1-indanone (H10.1) (Oakwood Products, Inc.) (5.00 g, 31 mmol) and tris(2-(2-methoxyethoxy)ethyl)amine (commercially available from Sigma-Aldrich, St. Louis, Mo., USA) (1.1 mL, 3.1 mmol) were added slowly. The resulting mixtu... Starting materials: [OH-].[Na+] (NaOH), ClC1=CC=C(C=C1)C(N1CC(C1)C(C(C)(O)C)C1=CC(=CC(=C1)F)F)C1=CC=C(C=C1)Cl (1-{1-[bis(4-chlorophenyl)methyl]azetidin-3-yl}-1-(3,5-difluorophenyl)-2-methylpropan-2-ol), C(Cl)Cl (CH2Cl2), [OH-].[Na+] (NaOH), C(=O)(O)[O-].[Na+] (NaHCO3), C(Cl)Cl (CH2Cl2). The solvent is N1=CC=CC=C1.F (hydrogen fluoride-pyridine). Run at temperature 42 celsius, time 9 hour. The product is ClC=1C=C(C=CC1)C(N1CC(C1)C(C(C)(O)C)C1=CC(=CC(=C1)F)F)C1=CC=C(C=C1)Cl (1-{1-[(3-chlorophenyl)(4-chlorophenyl)methyl]azetidin-3-yl}-1-(3,5-difluorophenyl)-2-methylpropan-2-ol). RXN SMILES: Cl[C:2]1[CH:7]=[CH:6][C:5]([CH:8]([C:26]2[CH:31]=[CH:30][C:29]([Cl:32])=[CH:28][CH:27]=2)[N:9]2[CH2:12][CH:11]([CH:13]([C:18]3[CH:23]=[C:22]([F:24])[CH:21]=[C:20]([F:25])[CH:19]=3)[C:14]([CH3:17])([OH:16])[CH3:15])[CH2:10]2)=[CH:4][CH:3]=1.[OH-].[Na+].C([O-])(O)=O.[Na+].C(Cl)[Cl:41]>N1C=CC=CC=1.F>[Cl:41][C:7]1[CH:6]=[C:5]([CH:8]([C:26]2[CH:31]=[CH:30][C:29]([Cl:32])=[CH:28][CH:27]=2)[N:9]2[CH2:12][CH:11]([CH:13]([C:18]3[CH:23]=[C:22]([F:24])[CH:21]=[C:20]([F:25])[CH:19]=3)[C:14]([CH3:15])([OH:16])[CH3:17])[CH2:10]2)[CH:4]=[CH:3][CH:2]=1 |f:1.2,3.4,6.7|. Procedure details: To a solution of 175 mg (0.368 mmol) of 1-{1-[bis(4-chlorophenyl)methyl]azetidin-3-yl}-1-(3,5-difluorophenyl)-2-methylpropan-2-ol (1) in 3 mL of CH2Cl2, 1 mL of hydrogen fluoride-pyridine was added. The reaction was stirred for 9 h at 42° C. Then the reaction mixture was poured to 7 mL of 5N NaOH, 7 mL of aq NaHCO3 and 30 mL of CH2Cl2. The pH was adjusted to 8-9 with 2N NaOH. The water layer was extracted with CH2Cl2 (3×30 mL). The combined organic layer was dried over Na2SO4 and concentrated. T... Starting materials: ClB(C1=C(C(=C(C(=C1F)F)F)F)F)C1=C(C(=C(C(=C1F)F)F)F)F (chlorobis(pentafluorophenyl)borane), Cl[SiH](C)C (chlorodimethylsilane), B (borane). Run at time 1 hour. Yields the product FC1=C(C(=C(C(=C1BC1=C(C(=C(C(=C1F)F)F)F)F)F)F)F)F (Bis(pentafluorophenyl)borane). Reaction SMILES: Cl[B:2]([C:14]1[C:19]([F:20])=[C:18]([F:21])[C:17]([F:22])=[C:16]([F:23])[C:15]=1[F:24])[C:3]1[C:8]([F:9])=[C:7]([F:10])[C:6]([F:11])=[C:5]([F:12])[C:4]=1[F:13].Cl[SiH](C)C.B>>[F:20][C:19]1[C:14]([BH:2][C:3]2[C:4]([F:13])=[C:5]([F:12])[C:6]([F:11])=[C:7]([F:10])[C:8]=2[F:9])=[C:15]([F:24])[C:16]([F:23])=[C:17]([F:22])[C:18]=1[F:21]. Procedure: 6.9 g (20 mmol) of chlorobis(pentafluorophenyl)borane are cooled to −78° C., and 8.9 g (100 mmol) of chlorodimethylsilane are slowly added dropwise. On warming to room temperature, the borane dissolves and a white precipitate is formed. The mixture is subsequently stirred for 1 hour and the precipitate is filtered off and washed with 20 ml of pentane.